Dataset: the Open Reaction Database (ORD), a public repository of structured organic reaction records. Task: describe an organic reaction: reactants, conditions, products, and yield The reactants are BrC=1N=C2N(C3=C(NC4=C2C=CC=C4)N=CC=C3)C1C1=CC=C(C=C1)C1(CCC1)NC(OC(C)(C)C)=O (tert-butyl {1-[4-(2-bromo-9H-imidazo[1,2-d]pyrido[2,3-b][1,4]benzodiazepin-3-yl)phenyl]cyclobutyl}carbamate), C(C)(C)(C)OC(=O)N(C(=O)OC(C)(C)C)C1=NC=C(C=N1)B1OC(C(O1)(C)C)(C)C (di-tert-butyl[5-(4,4,5,5-tetramethyl-1,3,2-dioxaborolan-2-yl)pyrimidin-2-yl]imidodicarbonate), [O-]P(=O)([O-])[O-].[K+].[K+].[K+] (K3PO4). The reagents and catalysts are CC(C)(C)P(C1=CC=C(C=C1)N(C)C)C(C)(C)C.CC(C)(C)P(C1=CC=C(C=C1)N(C)C)C(C)(C)C.Cl[Pd]Cl (bis(di-tert-butyl(4-dimethylaminophenyl)phosphine)dichloropalladium(II)). Run in CN(C)C=O.O (DMF water), CCOC(=O)C (EtOAc). Run at temperature 160 celsius. The product is NC1(CCC1)C1=CC=C(C=C1)C1=C(N=C2N1C1=C(NC3=C2C=CC=C3)N=CC=C1)C=1C=NC(=NC1)N (5-{3-[4-(1-aminocyclobutyl)phenyl]-9H-imidazo[1,2-d]pyrido[2,3-b][1,4]benzodiazepin-2-yl}pyrimidin-2-amine). Isolated yield 56.4%. Reaction SMILES: Br[C:2]1[N:3]=[C:4]2[C:10]3[CH:11]=[CH:12][CH:13]=[CH:14][C:9]=3[NH:8][C:7]3[N:15]=[CH:16][CH:17]=[CH:18][C:6]=3[N:5]2[C:19]=1[C:20]1[CH:25]=[CH:24][C:23]([C:26]2([NH:30]C(=O)OC(C)(C)C)[CH2:29][CH2:28][CH2:27]2)=[CH:22][CH:21]=1.C(OC([N:45]([C:53]1[N:58]=[CH:57][C:56](B2OC(C)(C)C(C)(C)O2)=[CH:55][N:54]=1)C(OC(C)(C)C)=O)=O)(C)(C)C.[O-]P([O-])([O-])=O.[K+].[K+].[K+]>CN(C=O)C.O.CCOC(C)=O.CC(P(C(C)(C)C)C1C=CC(N(C)C)=CC=1)(C)C.CC(P(C(C)(C)C)C1C=CC(N(C)C)=CC=1)(C)C.Cl[Pd]Cl>[NH2:30][C:26]1([C:23]2[CH:22]=[CH:21][C:20]([C:19]3[N:5]4[C:6]5[CH:18]=[CH:17][CH:16]=[N:15][C:7]=5[NH:8][C:9]5[CH:14]=[CH:13][CH:12]=[CH:11][C:10]=5[C:4]4=[N:3][C:2]=3[C:56]3[CH:57]=[N:58][C:53]([NH2:45])=[N:54][CH:55]=3)=[CH:25][CH:24]=2)[CH2:29][CH2:28][CH2:27]1 |f:2.3.4.5,6.7,9.10.11|. Reported procedure: A mixture of tert-butyl {1-[4-(2-bromo-9H-imidazo[1,2-d]pyrido[2,3-b][1,4]benzodiazepin-3-yl)phenyl]cyclobutyl}carbamate (50 mg, 0.09 mmol), di-tert-butyl[5-(4,4,5,5-tetramethyl-1,3,2-dioxaborolan-2-yl)pyrimidin-2-yl]imidodicarbonate (75 mg, 0.18 mmol), bis(di-tert-butyl(4-dimethylaminophenyl)phosphine)dichloropalladium(II) (6.3 mg, 0.01 mmol) and K3PO4 (72 mg, 0.27 mmol) in DMF/water (0.9 mL, 6:1, v/v) was heated at 160° C. under microwave irradiation for 1 hour. After cooling to room temperatu... Reactants: ClC1=C(C=C(C=C1N1C(CNCC1)=O)C#N)NC1=NN2C(C(=N1)N(CC1=CC=C(C=C1)OC)C1CC1)=NC=C2C#N (2-((2-chloro-5-cyano-3-(2-oxopiperazin-1-yl)phenyl)amino)-4-(cyclopropyl(4-methoxybenzyl)amino)imidazo[2,1-f][1,2,4]triazine-7-carbonitrile), C([O-])([O-])=O.[Cs+].[Cs+] (cesium carbonate), BrCCO[Si](C)(C)C(C)(C)C ((2-bromoethoxy)(tert-butyl)dimethylsilane). Solvent: CN(C)C=O (DMF). Reaction conditions: time 8 hour. Yields the product ClC1=C(C=C(C=C1N1C(CN(CC1)CCO)=O)C#N)NC1=NN2C(C(=N1)NC1CC1)=NC=C2C#N (2-((2-chloro-5-cyano-3-(4-(2-hydroxyethyl)-2-oxopiperazin-1-yl)phenyl)amino)-4-(cyclopropylamino)imidazo[2,1-f][1,2,4]triazine-7-carbonitrile). Reaction SMILES: [Cl:1][C:2]1[C:7]([N:8]2[CH2:13][CH2:12][NH:11][CH2:10][C:9]2=[O:14])=[CH:6][C:5]([C:15]#[N:16])=[CH:4][C:3]=1[NH:17][C:18]1[N:23]=[C:22]([N:24]([CH:34]2[CH2:36][CH2:35]2)CC2C=CC(OC)=CC=2)[C:21]2=[N:37][CH:38]=[C:39]([C:40]#[N:41])[N:20]2[N:19]=1.C(=O)([O-])[O-].[Cs+].[Cs+].Br[CH2:49][CH2:50][O:51][Si](C(C)(C)C)(C)C>CN(C=O)C>[Cl:1][C:2]1[C:7]([N:8]2[CH2:13][CH2:12][N:11]([CH2:49][CH2:50][OH:51])[CH2:10][C:9]2=[O:14])=[CH:6][C:5]([C:15]#[N:16])=[CH:4][C:3]=1[NH:17][C:18]1[N:23]=[C:22]([NH:24][CH:34]2[CH2:35][CH2:36]2)[C:21]2=[N:37][CH:38]=[C:39]([C:40]#[N:41])[N:20]2[N:19]=1 |f:1.2.3|. Procedure: To a solution of 2-((2-chloro-5-cyano-3-(2-oxopiperazin-1-yl)phenyl)amino)-4-(cyclopropyl(4-methoxybenzyl)amino)imidazo[2,1-f][1,2,4]triazine-7-carbonitrile (10 mg, 0.018 mmol) in DMF (0.5 mL) was added cesium carbonate (25 mg, 0.077 mmol) followed by (2-bromoethoxy)(tert-butyl)dimethylsilane (8 mg, 0.033 mmol). The reaction mixture was stirred at room temperature overnight. LC-MS indicated desired product. It was then filtered through a pad of Celite, rinsed with EtOAc. The crude was dissolved ... Reactants: CC(Cl)Cl, O=[N+]([O-])c1cnccc1O. Yields the product O=[N+]([O-])c1cnccc1Cl. As a reaction SMILES: [Cl:11][CH:12]([Cl:13])[CH3:14].[OH:1][c:2]1[c:3]([N+:8](=[O:9])[O-:10])[cH:4][n:5][cH:6][cH:7]1>>[c:2]1([Cl:11])[c:3]([N+:8](=[O:9])[O-:10])[cH:4][n:5][cH:6][cH:7]1.